From a dataset of the Open Reaction Database (ORD), a public repository of structured organic reaction records. describe an organic reaction: reactants, conditions, products, and yield Reactants: COC(=O)c1cccc([N+](=O)[O-])c1SCc1ccccc1, CCOC(C)=O. The product is COC(=O)c1cccc(N)c1SCc1ccccc1. RXN SMILES: [CH2:1]([c:2]1[cH:3][cH:4][cH:5][cH:6][cH:7]1)[S:8][c:9]1[c:10]([C:11](=[O:12])[O:13][CH3:14])[cH:15][cH:16][cH:17][c:18]1[N+:19]([O-:20])=[O:21].[CH3:22][CH2:23][O:24][C:25](=[O:26])[CH3:27]>>[CH2:1]([c:2]1[cH:3][cH:4][cH:5][cH:6][cH:7]1)[S:8][c:9]1[c:10]([C:11](=[O:12])[O:13][CH3:14])[cH:15][cH:16][cH:17][c:18]1[NH2:19]. Procedure details: To a dry 2 L 3-neck round bottom flask fitted with a nitrogen inlet and outlet, thermocouple, condenser, mechanical stirrer and pressure-equalizing dropping funnel was added lithium aluminum hydride (30.10 g, 0.754 mol, 95% technical grade solid) in one portion, under a positive pressure of nitrogen. The metal hydride was suspended in anhydrous tetrahydrofuran (500 mL) and the mixture cooled on an ice bath. Methyl 9-dodecenoate (200 g, 0.942 mol) was added dropwise via addition funnel to the sti... Conditions: time 8 hour. Isolated yield 95.0%. Reactants: [H-].[Al+3].[Li+].[H-].[H-].[H-] (lithium aluminum hydride), metal hydride, C(CCCCCCCC=CCC)(=O)OC (Methyl 9-dodecenoate), [H-].[Al+3].[Li+].[H-].[H-].[H-] (lithium aluminum hydride). RXN SMILES: [H-].[Al+3].[Li+].[H-].[H-].[H-].[C:7](OC)(=[O:19])[CH2:8][CH2:9][CH2:10][CH2:11][CH2:12][CH2:13][CH2:14][CH:15]=[CH:16][CH2:17][CH3:18]>O1CCCC1>[CH2:7]([OH:19])[CH2:8][CH2:9][CH2:10][CH2:11][CH2:12][CH2:13][CH2:14][CH:15]=[CH:16][CH2:17][CH3:18] |f:0.1.2.3.4.5|. Product: C(CCCCCCCC=CCC)O (9-dodecen-1-ol). Run in O1CCCC1 (tetrahydrofuran). The reactants are ClC1=C2C(=NC=C1)C=CS2 (7-chlorothieno[3,2-b]pyridine). Reagents/catalysts: [Zn] (zinc). Run in C(C)(=O)O (acetic acid). Conditions: temperature 50 celsius, time 5 hour. The product is S1C=CC2=NC=CC=C21 (Thieno[3,2-b]pyridine). As a reaction SMILES: Cl[C:2]1[CH:7]=[CH:6][N:5]=[C:4]2[CH:8]=[CH:9][S:10][C:3]=12>C(O)(=O)C.[Zn]>[S:10]1[C:3]2[C:4](=[N:5][CH:6]=[CH:7][CH:2]=2)[CH:8]=[CH:9]1. Procedure details: A solution of 7-chlorothieno[3,2-b]pyridine (500 mg, 2.95 mmol) and zinc (193 mg, 2.95 mmol) in acetic acid (5 mL) was stirred at room temperature for 3 days, followed by stirring at 50° C. for 5 hours. The solvent was removed in vacuo and the residue was dissolved in DCM (200 mL) and extracted with 1N NaOH (500 mL). The aqueous layer was washed again with DCM (2×200 mL). The organic layers were combined, dried over Na2SO4, and the solvent was removed in vacuo to yield the title compound as a ye... The reactants are [Br-], Cc1cc(C)cc([Mg+])c1, CCOCC, CC(C)C1=Cc2c(Cl)cccc2C1. Product: Cc1cc(C)cc(-c2cccc3c2C=C(C(C)C)C3)c1. Reaction SMILES: [Br-:14].[CH3:15][c:16]1[cH:17][c:18]([Mg+:23])[cH:19][c:20]([CH3:22])[cH:21]1.[CH3:24][CH2:25][O:26][CH2:27][CH3:28].[Cl:1][c:2]1[c:3]2[c:7]([cH:8][cH:9][cH:10]1)[CH2:6][C:5]([CH:11]([CH3:12])[CH3:13])=[CH:4]2>>[c:2]1(-[c:18]2[cH:17][c:16]([CH3:15])[cH:21][c:20]([CH3:22])[cH:19]2)[c:3]2[c:7]([cH:8][cH:9][cH:10]1)[CH2:6][C:5]([CH:11]([CH3:12])[CH3:13])=[CH:4]2. Reactants: C1(CCC1)NC=1N=NC(=CC1)C#C (N-cyclobutyl-6-ethynylpyridazin-3-amine), ClC1=C(C=C(C(=O)NC2=CC(=C(C=C2)CN2CCN(CC2)C)C(F)(F)F)C=C1)I (4-chloro-3-iodo-N-(4-((4-methylpiperazin-1-yl)methyl)-3-(trifluoromethyl)phenyl)benzamide). Yields the product ClC1=C(C=C(C(=O)NC2=CC(=C(C=C2)CN2CCN(CC2)C)C(F)(F)F)C=C1)C#CC=1N=NC(=CC1)NC1CCC1 (4-Chloro-3-(2-(6-(cyclobutylamino)pyridazin-3-yl)ethynyl)-N-(4-((4-methylpiperazin-1-yl)methyl)-3-(trifluoromethyl)phenyl)benzamide). Reaction SMILES: [CH:1]1([NH:5][C:6]2[N:7]=[N:8][C:9]([C:12]#[CH:13])=[CH:10][CH:11]=2)[CH2:4][CH2:3][CH2:2]1.[Cl:14][C:15]1[CH:41]=[CH:40][C:18]([C:19]([NH:21][C:22]2[CH:27]=[CH:26][C:25]([CH2:28][N:29]3[CH2:34][CH2:33][N:32]([CH3:35])[CH2:31][CH2:30]3)=[C:24]([C:36]([F:39])([F:38])[F:37])[CH:23]=2)=[O:20])=[CH:17][C:16]=1I>>[Cl:14][C:15]1[CH:16]=[CH:17][C:18]([C:19]([NH:21][C:22]2[CH:27]=[CH:26][C:25]([CH2:28][N:29]3[CH2:34][CH2:33][N:32]([CH3:35])[CH2:31][CH2:30]3)=[C:24]([C:36]([F:38])([F:37])[F:39])[CH:23]=2)=[O:20])=[CH:40][C:41]=1[C:13]#[C:12][C:9]1[N:8]=[N:7][C:6]([NH:5][CH:1]2[CH2:4][CH2:3][CH2:2]2)=[CH:11][CH:10]=1. Reported procedure: The title compound was synthesized from N-cyclobutyl-6-ethynylpyridazin-3-amine and 4-chloro-3-iodo-N-(4-((4-methylpiperazin-1-yl)methyl)-3-(trifluoromethyl)phenyl)benzamide in a manner similar to that described for in Example 1. The product was obtained as a pale yellow solid. Mp: 132-133° C.; 1H NMR (300 MHz, CDCl3) δ: 9.53 (1H, s), 8.10 (1H, s), 8.00 (2H, m), 7.85-7.87 (1H, d, J=6.0 Hz), 7.66-7.69 (1H, d, J=9.0 Hz), 7.43-7.45 (1H, d, J=6.0 Hz), 7.33-7.36 (1H, d, J=9.0 Hz), 6.58-6.61 (1H, d, J... The reactants are COC=1C=CC=C2C1C(=O)OC(N2)=O (6-methoxyisatoic acid anhydride), N1[C@H](C(=O)O)CCC1 (L-proline). Solvent: CS(=O)C (dimethyl sulphoxide). Product: COC1=CC=CC2=C1C(N1[C@H](C(N2)=O)CCC1)=O ((S)-1,2,3,11a-tetrahydro-6-methoxy-5H-pyrrolo[2,1-c][1,4]benzodiazepine-5,11(10H)-dione). Reaction SMILES: [CH3:1][O:2][C:3]1[CH:4]=[CH:5][CH:6]=[C:7]2[NH:13][C:12](=[O:14])[O:11][C:9](=O)[C:8]=12.[NH:15]1[CH2:22][CH2:21][CH2:20][C@H:16]1C(O)=O>CS(C)=O>[CH3:1][O:2][C:3]1[C:8]2[C:9](=[O:11])[N:15]3[CH2:22][CH2:21][CH2:20][C@H:16]3[C:12](=[O:14])[NH:13][C:7]=2[CH:6]=[CH:5][CH:4]=1. Procedure: 4.8 g (0.025 mmol) of 6-methoxyisatoic acid anhydride and 3.0 g (0.026 mol) of L-proline in 40 ml of dimethyl sulphoxide is heated to 70° for 2 hours, the solvent is removed in a high vacuum and the oil obtained is heated to 170° for 15 minutes. After treatment with active carbon, the crude product is recrystallized from methanol, there being obtained (S)-1,2,3,11a-tetrahydro-6-methoxy-5H-pyrrolo[2,1-c][1,4]benzodiazepine-5,11(10H)-dione of melting point 247°-251°.